Dataset: the Open Reaction Database (ORD), a public repository of structured organic reaction records. Task: describe an organic reaction: reactants, conditions, products, and yield Reactants: CC(C)(C)OC(=O)NCc1ccc(CBr)c([N+](=O)[O-])c1, O=C1NC(=O)c2ccccc21, CCOC(C)=O, [K], CN(C)C=O. The product is CC(C)(C)OC(=O)NCc1ccc(CN)c([N+](=O)[O-])c1. RXN SMILES: [Br:1][CH2:2][c:3]1[c:4]([N+:18](=[O:19])[O-:20])[cH:5][c:6]([CH2:7][NH:8][C:9]([O:10][C:11]([CH3:12])([CH3:13])[CH3:14])=[O:15])[cH:16][cH:17]1.[C:21]1(=[O:22])[NH:25][C:23](=[O:24])[c:26]2[cH:27][cH:28][cH:29][cH:30][c:31]21.[CH3:38][CH2:39][O:40][C:41](=[O:42])[CH3:43].[K:32].[O:33]=[CH:34][N:35]([CH3:36])[CH3:37]>>[CH2:2]([c:3]1[c:4]([N+:18](=[O:19])[O-:20])[cH:5][c:6]([CH2:7][NH:8][C:9]([O:10][C:11]([CH3:12])([CH3:13])[CH3:14])=[O:15])[cH:16][cH:17]1)[NH2:25]. Starting materials: [Al+3], CC(C)(C)OC(=O)COc1ccc(F)cc1, [H-], [H-], [H-], [H-], [Li+], [Na+], [Na+], [Na+], O=S(=O)([O-])[O-], C1CCOC1, [OH-], O. Product: OCCOc1ccc(F)cc1. As a reaction SMILES: [Al+3:2].[F:7][c:8]1[cH:9][cH:10][c:11]([O:12][CH2:13][C:14](=[O:15])[O:16][C:17]([CH3:18])([CH3:19])[CH3:20])[cH:21][cH:22]1.[H-:1].[H-:4].[H-:5].[H-:6].[Li+:3].[Na+:24].[Na+:25].[Na+:26].[O-:27][S:28]([O-:29])(=[O:30])=[O:31].[O:32]1[CH2:33][CH2:34][CH2:35][CH2:36]1.[OH-:23].[OH2:37]>>[F:7][c:8]1[cH:9][cH:10][c:11]([O:12][CH2:13][CH2:14][OH:15])[cH:21][cH:22]1.